This data is from the Open Reaction Database (ORD), a public repository of structured organic reaction records. The task is: describe an organic reaction: reactants, conditions, products, and yield Reaction SMILES: [Br:6][c:7]1[o:8][cH:9][cH:10][c:11]1[Br:12].[CH2:1]([Li:2])[CH2:3][CH2:4][CH3:5].[NH:13]1[C:14](=[O:15])[NH:16][C:17](=[O:18])[C:19](=[O:20])[C:21]1=[O:22].[O:23]1[CH2:24][CH2:25][CH2:26][CH2:27]1>>[c:7]1([CH:19]2[C:17](=[O:18])[NH:16][C:14](=[O:15])[NH:13][C:21]2=[O:22])[o:8][cH:9][cH:10][c:11]1[Br:12]. Yields the product O=C1NC(=O)C(c2occc2Br)C(=O)N1. The reactants are Brc1ccoc1Br, [Li]CCCC, O=C1NC(=O)C(=O)C(=O)N1, C1CCOC1. The reactants are O=C1N=C(SC1)NC(C)=O (N-(4-oxo-4,5-dihydro-thiazol-2-yl)-acetamide), O=P(Cl)(Cl)Cl (POCl3). Run at temperature 105 celsius, time 15 minute. Product: ClC=1N=C(SC1)NC(C)=O (N-(4-Chloro-thiazol-2-yl)-acetamide). RXN SMILES: O=[C:2]1[CH2:6][S:5][C:4]([NH:7][C:8](=[O:10])[CH3:9])=[N:3]1.O=P(Cl)(Cl)[Cl:13]>>[Cl:13][C:2]1[N:3]=[C:4]([NH:7][C:8](=[O:10])[CH3:9])[S:5][CH:6]=1. Procedure: A mixture of N-(4-oxo-4,5-dihydro-thiazol-2-yl)-acetamide (Step 37.3) (14.8 g, 94 mmol) and POCl3 (175 mL, 20 eq) is heated to 105° C., stirred for 15 min, allowed to cool and concentrated. The residue is poured onto ice-H2O and extracted with EtOAc (2×100 mL). The organic phase is washed with a saturated solution of NaHCO3 (2×100 mL), dried (Na2SO4), filtered and concentrated. The residue is purified by silica gel column chromatography (DCM/MeOH, 99:1) to afford 13.9 g of the title compound as ...